Task: describe an organic reaction: reactants, conditions, products, and yield. Dataset: the Open Reaction Database (ORD), a public repository of structured organic reaction records Reactants: IC1=CC2=C(NC(CC(C2=O)=CN(C)C)=O)C=C1 (7-iodo-4-dimethylaminomethylene-3,4-dihydro-1H-benzo[b]azepine-2,5-dione), NC(=N)N (guanidine). Product: NC=1N=CC2=C(C3=C(NC(C2)=O)C=CC(=C3)I)N1 (2-Amino-10-iodo-5H,7H-benzo[b]pyrimido[4,5-d]azepin-6-one). As a reaction SMILES: [I:1][C:2]1[CH:18]=[CH:17][C:5]2[NH:6][C:7](=[O:16])[CH2:8][C:9](=[CH:12]N(C)C)[C:10](=O)[C:4]=2[CH:3]=1.[NH2:19][C:20]([NH2:22])=[NH:21]>>[NH2:21][C:20]1[N:22]=[CH:12][C:9]2[CH2:8][C:7](=[O:16])[NH:6][C:5]3[CH:17]=[CH:18][C:2]([I:1])=[CH:3][C:4]=3[C:10]=2[N:19]=1. Procedure: In a manner similar to that described in method H, 7-iodo-4-dimethylaminomethylene-3,4-dihydro-1H-benzo[b]azepine-2,5-dione (v-a) and guanidine were converted to I-51 (79%): HRMS Calcd. for C12H11N4O: 352.9899, Found 352.9900. Reactants: CO, O=C(CN1C(=O)C2(CCCC2)NCCC1c1ccccc1)OCc1ccccc1. The product is O=C(O)CN1C(=O)C2(CCCC2)NCCC1c1ccccc1. As a reaction SMILES: [CH3:30][OH:31].[O:1]=[C:2]1[N:3]([CH2:19][C:20](=[O:21])[O:22][CH2:23][c:24]2[cH:25][cH:26][cH:27][cH:28][cH:29]2)[CH:4]([c:13]2[cH:14][cH:15][cH:16][cH:17][cH:18]2)[CH2:5][CH2:6][NH:7][C:8]12[CH2:9][CH2:10][CH2:11][CH2:12]2>>[O:1]=[C:2]1[N:3]([CH2:19][C:20](=[O:21])[OH:22])[CH:4]([c:13]2[cH:14][cH:15][cH:16][cH:17][cH:18]2)[CH2:5][CH2:6][NH:7][C:8]12[CH2:9][CH2:10][CH2:11][CH2:12]2.